Dataset: the Open Reaction Database (ORD), a public repository of structured organic reaction records. Task: describe an organic reaction: reactants, conditions, products, and yield The reactants are C1(C=2C(C(N1)=O)=CC=CC2)=O.[K] (potassium phthalimide), BrCCCCCC=C (7-bromohept-1-ene). The solvent is CN(C)C=O (DMF). Yields the product C(CCCCC=C)N1C(C=2C(C1=O)=CC=CC2)=O (N-(hept-6-enyl)phthalimide). RXN SMILES: [C:1]1(=[O:11])[NH:5][C:4](=[O:6])[C:3]2=[CH:7][CH:8]=[CH:9][CH:10]=[C:2]12.[K].Br[CH2:14][CH2:15][CH2:16][CH2:17][CH2:18][CH:19]=[CH2:20]>CN(C=O)C>[CH2:20]([N:5]1[C:1](=[O:11])[C:2]2=[CH:10][CH:9]=[CH:8][CH:7]=[C:3]2[C:4]1=[O:6])[CH2:19][CH2:18][CH2:17][CH2:16][CH:15]=[CH2:14] |f:0.1,^1:11|. Procedure details: A solution of potassium phthalimide (627 mg, 3.38 mmol) and 7-bromohept-1-ene in dry DMF (10 mL) was stirred at 100° C. under nitrogen for 1 h. Then, the reaction mixture was successively cooled to room temperature, filtered, diluted with ether, and filtered again. The filtrate was concentrated under reduced pressure to give the target product 75 as an oil, which was used without further purifications in the next step: m/z=244 (M+H)+. The reactants are Brc1ccccc1, CC(C)(C)P(C(C)(C)C)C(C)(C)C, CC(C)(C)[O-], Cc1ccccc1, [Na+], CC(=O)[O-], CC(=O)[O-], [Pd+2], c1ccc2c(c1)Cc1ccccc1N2. Product: c1ccc(N2c3ccccc3Cc3ccccc32)cc1. Reaction SMILES: [Br:15][c:16]1[cH:17][cH:18][cH:19][cH:20][cH:21]1.[C:28]([P:29]([C:30]([CH3:31])([CH3:32])[CH3:33])[C:34]([CH3:35])([CH3:36])[CH3:37])([CH3:38])([CH3:39])[CH3:40].[CH3:22][C:23]([CH3:24])([O-:25])[CH3:26].[CH3:41][c:42]1[cH:43][cH:44][cH:45][cH:46][cH:47]1.[Na+:27].[O-:49][C:50]([CH3:51])=[O:52].[O-:53][C:54]([CH3:55])=[O:56].[Pd+2:48].[cH:1]1[cH:2][cH:3][cH:4][c:5]2[c:14]1[CH2:13][c:12]1[c:7]([cH:8][cH:9][cH:10][cH:11]1)[NH:6]2>>[cH:1]1[cH:2][cH:3][cH:4][c:5]2[c:14]1[CH2:13][c:12]1[c:7]([cH:8][cH:9][cH:10][cH:11]1)[N:6]2[c:16]1[cH:17][cH:18][cH:19][cH:20][cH:21]1. Reactants: O (water), N1=CC=CC2=C1NC1=C(NC2)C=CC=C1 (6,11-dihydropyrido[2,3-b][1,5]benzodiazepine), C=1(C(=CC=CC1)C(=O)NC1=CC=C(C(=O)Cl)C=C1)C1=CC=CC=C1 (4-[([1,1'-biphenyl]-2-carbonyl)amino]benzoyl chloride), C(C)(C)N(C(C)C)CC (N,N-diisopropylethylamine). Run in ClCCl (dichloromethane). Reaction conditions: time 1.5 hour. Product: N1=CC=CC2=C1NC1=C(N(C2)C(=O)C2=CC=C(C=C2)NC(=O)C=2C(=CC=CC2)C2=CC=CC=C2)C=CC=C1 (N-[4-(6,11-Dihydropyrido[2,3-b][1,5]benzodiazepin-6(5H)-ylcarbonyl)-phenyl][1.1'-biphenyl]-2-carboxamide). As a reaction SMILES: [N:1]1[C:6]2[NH:7][C:8]3[CH:15]=[CH:14][CH:13]=[CH:12][C:9]=3[NH:10][CH2:11][C:5]=2[CH:4]=[CH:3][CH:2]=1.[C:16]1([C:34]2[CH:39]=[CH:38][CH:37]=[CH:36][CH:35]=2)[C:17]([C:22]([NH:24][C:25]2[CH:33]=[CH:32][C:28]([C:29](Cl)=[O:30])=[CH:27][CH:26]=2)=[O:23])=[CH:18][CH:19]=[CH:20][CH:21]=1.C(N(CC)C(C)C)(C)C.O>ClCCl>[N:1]1[C:6]2[NH:7][C:8]3[CH:15]=[CH:14][CH:13]=[CH:12][C:9]=3[N:10]([C:29]([C:28]3[CH:27]=[CH:26][C:25]([NH:24][C:22]([C:17]4[C:16]([C:34]5[CH:39]=[CH:38][CH:37]=[CH:36][CH:35]=5)=[CH:21][CH:20]=[CH:19][CH:18]=4)=[O:23])=[CH:33][CH:32]=3)=[O:30])[CH2:11][C:5]=2[CH:4]=[CH:3][CH:2]=1. Reported procedure: A mixture of 0.296 g of 6,11-dihydropyrido[2,3-b][1,5]benzodiazepine, 0.604 g of 4-[([1,1'-biphenyl]-2-carbonyl)amino]benzoyl chloride and 0.232 g of N,N-diisopropylethylamine in 6 ml of dichloromethane is stirred at room temperature for 1.5 hours. The mixture is poured into water and extracted with dichloromethane. The extract is washed with H2O, saturated NaHCO3, H2O, brine and dried (Na2SO4). The solution is filtered through a thin pad of hydrous magnesium silicate and the filtrate concentrat... Starting materials: SeO2, O (water), C(C)(C)(C)OC(=O)N1CCN(CC1)CC1=CC=C(C=C1)NC1=NC(=NC(=C1C(=O)OCC)C)C1=CC=C(C=C1)C(=O)OC (Ethyl 4-(4-((4-(tert-butoxycarbonyl)piperazin-1-yl)methyl)phenylamino)-2-(4-(methoxycarbonyl)phenyl)-6-methylpyrimidine-5-carboxylate). The solvent is O1CCOCC1 (dioxane). Run at temperature 100 celsius. The product is C(C)(C)(C)OC(=O)N1CCN(CC1)CC1=CC=C(C=C1)NC1=NC(=NC(=C1C(=O)OCC)C=O)C1=CC=C(C=C1)C(=O)OC (Ethyl 4-(4-((4-(tert-butoxycarbonyl)piperazin-1-yl)methyl)phenylamino)-6-formyl-2-(4-(methoxycarbonyl)phenyl)pyrimidine-5-carboxylate). Reaction SMILES: [C:1]([O:5][C:6]([N:8]1[CH2:13][CH2:12][N:11]([CH2:14][C:15]2[CH:20]=[CH:19][C:18]([NH:21][C:22]3[C:27]([C:28]([O:30][CH2:31][CH3:32])=[O:29])=[C:26]([CH3:33])[N:25]=[C:24]([C:34]4[CH:39]=[CH:38][C:37]([C:40]([O:42][CH3:43])=[O:41])=[CH:36][CH:35]=4)[N:23]=3)=[CH:17][CH:16]=2)[CH2:10][CH2:9]1)=[O:7])([CH3:4])([CH3:3])[CH3:2].[OH2:44]>O1CCOCC1>[C:1]([O:5][C:6]([N:8]1[CH2:9][CH2:10][N:11]([CH2:14][C:15]2[CH:20]=[CH:19][C:18]([NH:21][C:22]3[C:27]([C:28]([O:30][CH2:31][CH3:32])=[O:29])=[C:26]([CH:33]=[O:44])[N:25]=[C:24]([C:34]4[CH:39]=[CH:38][C:37]([C:40]([O:42][CH3:43])=[O:41])=[CH:36][CH:35]=4)[N:23]=3)=[CH:17][CH:16]=2)[CH2:12][CH2:13]1)=[O:7])([CH3:4])([CH3:2])[CH3:3]. Procedure details: Ethyl 4-(4-((4-(tert-butoxycarbonyl)piperazin-1-yl)methyl)phenylamino)-2-(4-(methoxycarbonyl)phenyl)-6-methylpyrimidine-5-carboxylate (0.63 g, 1.06 mmol) was dissolved in dioxane (10 mL), SeO2 (0.6 g, 5.4 mmol) and water (0.096 mL) were added and the reaction mixture heated at 100° C. for 3.5 hours. The reaction mixture was concentrated in vacuum and the mixture loaded on to a column of silica gel and eluted with MeOH, dichloromethane as eluent, to give the desired compound (0.52 g). 1HNMR (400 ... Reactants: compound 49, NC1=C(OCCCC(=O)OCC)C=CC(=C1)C (ethyl 4-(2-amino-4-methylphenoxy)butyrate), C(C1=CC=CC=C1)(C1=CC=CC=C1)N1C=CC2=CC(=CC=C12)/C(=C/C(=O)O)/C (3-(1-benzhydrylindol-5-yl)isocrotonic acid). The product is C(C1=CC=CC=C1)(C1=CC=CC=C1)N1C=CC2=CC(=CC=C12)/C(=C/C(=O)NC1=C(OCCCC(=O)O)C=CC(=C1)C)/C (4-{2-[3-(1-benzhydrylindol-5-yl)isocrotonoylamino]-4-methylphenoxy}butyric acid). Reaction SMILES: [NH2:1][C:2]1[CH:16]=[C:15]([CH3:17])[CH:14]=[CH:13][C:3]=1[O:4][CH2:5][CH2:6][CH2:7][C:8]([O:10]CC)=[O:9].[CH:18]([N:31]1[C:39]2[C:34](=[CH:35][C:36](/[C:40](/[CH3:45])=[CH:41]/[C:42](O)=[O:43])=[CH:37][CH:38]=2)[CH:33]=[CH:32]1)([C:25]1[CH:30]=[CH:29][CH:28]=[CH:27][CH:26]=1)[C:19]1[CH:24]=[CH:23][CH:22]=[CH:21][CH:20]=1>>[CH:18]([N:31]1[C:39]2[C:34](=[CH:35][C:36](/[C:40](/[CH3:45])=[CH:41]/[C:42]([NH:1][C:2]3[CH:16]=[C:15]([CH3:17])[CH:14]=[CH:13][C:3]=3[O:4][CH2:5][CH2:6][CH2:7][C:8]([OH:10])=[O:9])=[O:43])=[CH:37][CH:38]=2)[CH:33]=[CH:32]1)([C:25]1[CH:26]=[CH:27][CH:28]=[CH:29][CH:30]=1)[C:19]1[CH:20]=[CH:21][CH:22]=[CH:23][CH:24]=1. Procedure: 305 mg of compound 49 was obtained in a similar manner to those described in the Examples 1 and 2 using 558 mg of ethyl 4-(2-amino-4-methylphenoxy)butyrate and 455 mg of 3-(1-benzhydrylindol-5-yl)isocrotonic acid obtained according to the procedures described in the Reference Examples 1-4. The reactants are NC1=NC=C(C=C1)Br (2-Amino-5-bromopyridine), ClCC(C)=O (chloroacetone). Solvent: C(C)O (ethanol). Reaction conditions: temperature 90 celsius. The product is BrC=1C=CC=2N(C1)C=C(N2)C (6-Bromo-2-methylimidazo[1,2-a]pyridine). The yield is 73.8%. As a reaction SMILES: [NH2:1][C:2]1[CH:7]=[CH:6][C:5]([Br:8])=[CH:4][N:3]=1.Cl[CH2:10][C:11](=O)[CH3:12]>C(O)C>[Br:8][C:5]1[CH:6]=[CH:7][C:2]2[N:3]([CH:10]=[C:11]([CH3:12])[N:1]=2)[CH:4]=1. Procedure: 2-Amino-5-bromopyridine (10 g, 57.8 mmol) was dissolved in ethanol (100 mL) and chloroacetone (9.3 mL, 115.59 mmol) was added. The mixture was heated to reflux at 90° C. for 16 h. The reaction mixture was concentrated under vacuum and the residue was purified by flash chromatography, eluting with a gradient of 0-20% methanol in DCM, to afford the title compound (9 g, 66.4%) as a yellow solid. δH (500 MHz, CD3OD) 9.03 (s, 1H), 8.02 (m, 1H), 7.93 (s, 1H), 7.79 (d, J 9.4 Hz, 1H), 2.56 (s, 3H). The reactants are N1CC(CCC1)O (piperidin-3-ol), C([O-])([O-])=O.[K+].[K+] (potassium carbonate), ClC(=O)OCC(Cl)(Cl)Cl (2,2,2-trichloroethyl chloroformate), C1(=CC=C(C=C1)S(=O)(=O)O)C (p-toluenesulphonic acid), BrCC1=CC2=CC=CC=C2C=C1 (2-bromomethylnaphthalene), N1CCCCC1 (piperidine), N1(CCCCC1)C(=O)[O-] (piperidine-1-carboxylate). Run in C(C)(=O)OCC (ethyl acetate), C(Cl)Cl (methylene chloride). The product is OCCOC=1C=C(C=CC1)C1C(CN(CC1)C(=O)OCC(Cl)(Cl)Cl)OCC1=CC2=CC=CC=C2C=C1 (2,2,2-trichloro-ethyl (3RS,4RS)-4-[3-(2-hydroxy-ethoxy)-phenyl]-3-(naphthalen-2-ylmethoxy)-piperidine-1-carboxylate). As a reaction SMILES: [NH:1]1[CH2:6][CH2:5][CH2:4][CH:3]([OH:7])[CH2:2]1.Br[CH2:9][C:10]1[CH:19]=[CH:18][C:17]2[C:12](=[CH:13][CH:14]=[CH:15][CH:16]=2)[CH:11]=1.N1CCCCC1.Cl[C:27]([O:29][CH2:30][C:31]([Cl:34])([Cl:33])[Cl:32])=[O:28].[C:35](=[O:38])([O-])[O-].[K+].[K+].N1([C:47]([O-])=[O:48])CCCCC1.[C:50]1(C)[CH:55]=[CH:54][C:53](S(O)(=O)=O)=[CH:52][CH:51]=1>C(OCC)(=O)C.C(Cl)Cl>[OH:48][CH2:47][CH2:35][O:38][C:50]1[CH:55]=[C:54]([CH:4]2[CH2:5][CH2:6][N:1]([C:27]([O:29][CH2:30][C:31]([Cl:34])([Cl:33])[Cl:32])=[O:28])[CH2:2][CH:3]2[O:7][CH2:9][C:10]2[CH:19]=[CH:18][C:17]3[C:12](=[CH:13][CH:14]=[CH:15][CH:16]=3)[CH:11]=2)[CH:53]=[CH:52][CH:51]=1 |f:4.5.6|. Procedure: From 1-benzyl-4-(3-methoxy-phenyl)-piperidin-3-ol by cleavage of the methyl ether (RS)- and (SR)-methoxy-phenyl-acetate boron tribromide in methylene chloride there was obtained (3RS,4RS)-1-benzyl-4-(3-hydroxy-phenyl)-piperidin-3-ol as a pale yellow solid; MS: 283 (M)+. Alkylation with rac.-2-(2-iodo-ethoxy)-tetrahydro-pyran in the presence of potassium carbonate gave a mixture of (3RS,4RS)-1-benzyl-4-[3-[2-[(RS)- and -[(SR)-tetrahydro-pyran-2-yloxy]-ethoxy]-phenyl]-piperidin-3-ol as a colourles...